The task is: describe an organic reaction: reactants, conditions, products, and yield. This data is from the Open Reaction Database (ORD), a public repository of structured organic reaction records. The reactants are compound 26, NC1=C(OCCCC(=O)OCC)C=CC=C1 (ethyl 4-(2-aminophenoxy)butyrate), C(C1=CC=CC=C1)N1C=CC2=CC(=CC=C12)/C(=C/C(=O)O)/C (3-(1-benzylindol-5-yl)isocrotonic acid). Product: C(C1=CC=CC=C1)N1C=CC2=CC(=CC=C12)/C(=C/C(=O)NC1=C(OCCCC(=O)O)C=CC=C1)/C (4-{2-[3-(1-benzylindol-5-yl)isocrotonoyl amino]phenoxy}butyric acid). RXN SMILES: [NH2:1][C:2]1[CH:16]=[CH:15][CH:14]=[CH:13][C:3]=1[O:4][CH2:5][CH2:6][CH2:7][C:8]([O:10]CC)=[O:9].[CH2:17]([N:24]1[C:32]2[C:27](=[CH:28][C:29](/[C:33](/[CH3:38])=[CH:34]/[C:35](O)=[O:36])=[CH:30][CH:31]=2)[CH:26]=[CH:25]1)[C:18]1[CH:23]=[CH:22][CH:21]=[CH:20][CH:19]=1>>[CH2:17]([N:24]1[C:32]2[C:27](=[CH:28][C:29](/[C:33](/[CH3:38])=[CH:34]/[C:35]([NH:1][C:2]3[CH:16]=[CH:15][CH:14]=[CH:13][C:3]=3[O:4][CH2:5][CH2:6][CH2:7][C:8]([OH:10])=[O:9])=[O:36])=[CH:30][CH:31]=2)[CH:26]=[CH:25]1)[C:18]1[CH:19]=[CH:20][CH:21]=[CH:22][CH:23]=1. Procedure details: 131 mg of compound 26 was obtained in a similar manner to those described in the Examples 1 and 2 using 223 mg of ethyl 4-(2-aminophenoxy)butyrate and 291 mg of 3-(1-benzylindol-5-yl)isocrotonic acid obtained according to the procedures described in the Reference Examples 1-4.